This data is from the Open Reaction Database (ORD), a public repository of structured organic reaction records. The task is: describe an organic reaction: reactants, conditions, products, and yield As a reaction SMILES: [C:2](#[N:3])[C:4]1([NH:7][C:8](=[O:9])[CH:10]2[NH:11][CH2:12][CH:13]([S:15](=[O:16])(=[O:17])[c:18]3[c:19]([C:24]([F:25])([F:26])[F:27])[cH:20][cH:21][cH:22][cH:23]3)[CH2:14]2)[CH2:5][CH2:6]1.[CH:28](=[O:29])[c:30]1[cH:31][cH:32][cH:33][cH:34][cH:35]1.[ClH:1]>>[C:2](#[N:3])[C:4]1([NH:7][C:8](=[O:9])[CH:10]2[N:11]([CH2:28][c:30]3[cH:31][cH:32][cH:33][cH:34][cH:35]3)[CH2:12][CH:13]([S:15](=[O:16])(=[O:17])[c:18]3[c:19]([C:24]([F:25])([F:26])[F:27])[cH:20][cH:21][cH:22][cH:23]3)[CH2:14]2)[CH2:5][CH2:6]1. Yields the product N#CC1(NC(=O)C2CC(S(=O)(=O)c3ccccc3C(F)(F)F)CN2Cc2ccccc2)CC1. Starting materials: N#CC1(NC(=O)C2CC(S(=O)(=O)c3ccccc3C(F)(F)F)CN2)CC1, O=Cc1ccccc1, Cl.